This data is from the Open Reaction Database (ORD), a public repository of structured organic reaction records. The task is: describe an organic reaction: reactants, conditions, products, and yield RXN SMILES: [K+:46].[K+:47].[NH2:1][c:2]1[c:3](=[O:14])[c:4](=[O:13])[c:5]1[NH:6][c:7]1[cH:8][n:9][cH:10][cH:11][cH:12]1.[O-:48][C:49]([O-:50])=[O:51].[n:15]1([CH:24]([C:25]([CH2:26][c:27]2[cH:28][cH:29][cH:30][cH:31][cH:32]2)([CH3:33])[CH3:34])[NH:35][C:36]([CH2:37][O:38][c:39]2[cH:40][cH:41][cH:42][cH:43][cH:44]2)=[O:45])[c:16]2[cH:17][cH:18][cH:19][cH:20][c:21]2[n:22][n:23]1>>[NH:1]([c:2]1[c:3](=[O:14])[c:4](=[O:13])[c:5]1[NH:6][c:7]1[cH:8][n:9][cH:10][cH:11][cH:12]1)[CH:24]([C:25]([CH2:26][c:27]1[cH:28][cH:29][cH:30][cH:31][cH:32]1)([CH3:33])[CH3:34])[NH:35][C:36]([CH2:37][O:38][c:39]1[cH:40][cH:41][cH:42][cH:43][cH:44]1)=[O:45]. Product: CC(C)(Cc1ccccc1)C(NC(=O)COc1ccccc1)Nc1c(Nc2cccnc2)c(=O)c1=O. The reactants are [K+], [K+], Nc1c(Nc2cccnc2)c(=O)c1=O, O=C([O-])[O-], CC(C)(Cc1ccccc1)C(NC(=O)COc1ccccc1)n1nnc2ccccc21.